From a dataset of the Open Reaction Database (ORD), a public repository of structured organic reaction records. describe an organic reaction: reactants, conditions, products, and yield Run in C(C)(C)O (isopropanol). Yields the product ClC1=C2C=C(N=C(C2=CC(=C1OC)OC)OC(C)C)NC1=NNC(=C1)C ((5-Chloro-1-isopropoxy-6,7-dimethoxy-isoquinolin-3-yl)-(5-methyl-1H-pyrazol-3-yl)-amine). RXN SMILES: Cl[C:2]1[C:11]2[C:6](=[C:7]([Cl:16])[C:8]([O:14][CH3:15])=[C:9]([O:12][CH3:13])[CH:10]=2)[CH:5]=[C:4]([NH:17][C:18]2[CH:22]=[C:21]([CH3:23])[NH:20][N:19]=2)[N:3]=1>C(O)(C)C>[Cl:16][C:7]1[C:8]([O:14][CH3:15])=[C:9]([O:12][CH3:13])[CH:10]=[C:11]2[C:6]=1[CH:5]=[C:4]([NH:17][C:18]1[CH:22]=[C:21]([CH3:23])[NH:20][N:19]=1)[N:3]=[C:2]2[O:12][CH:9]([CH3:10])[CH3:8]. Procedure: Similar procedure as described in example 376 was used, starting from (1,5-Dichloro-6,7-dimethoxy-isoquinolin-3-yl)-(5-methyl-1H-pyrazol-3-yl)-amine and isopropanol to give (5-Chloro-1-isopropoxy-6,7-dimethoxy-isoquinolin-3-yl)-(5-methyl-1H-pyrazol-3-yl)-amine. LC-MS: m/e 377 (MH+). Reactants: ClC1=NC(=CC2=C(C(=C(C=C12)OC)OC)Cl)NC1=NNC(=C1)C ((1,5-Dichloro-6,7-dimethoxy-isoquinolin-3-yl)-(5-methyl-1H-pyrazol-3-yl)-amine). The reactants are [OH-].[K+] (KOH), C(CO)(=O)OC (methyl glycolate), C(=O)(C(F)(F)F)O (TFA), CC1(CC=C(CC1)C1=C(C=CC(=C1)C1(CCOCC1)O)NC(=O)C=1NC(=CN1)C#N)C (5-Cyano-1H-imidazole-2-carboxylic acid [2-(4,4-dimethyl-cyclohex-1-enyl)-4-(4-hydroxy-tetrahydro-pyran-4-yl)-phenyl]-amide). Solvent: C(Cl)Cl (DCM). Run at time 8 hour. Yields the product C(#N)C1=CN=C(N1)C(=O)NC1=C(C=C(C=C1)C1(CCOCC1)OCC(=O)O)C1=CCC(CC1)(C)C ({4-[4-[(5-Cyano-1H-imidazole-2-carbonyl)-amino]-3-(4,4-dimethyl-cyclohex-1-enyl)-phenyl]-tetrahydro-pyran-4-yloxy}-acetic acid). Isolated yield 23.8%. As a reaction SMILES: [CH3:1][C:2]1([CH3:31])[CH2:7][CH2:6][C:5]([C:8]2[CH:13]=[C:12]([C:14]3([OH:20])[CH2:19][CH2:18][O:17][CH2:16][CH2:15]3)[CH:11]=[CH:10][C:9]=2[NH:21][C:22]([C:24]2[NH:25][C:26]([C:29]#[N:30])=[CH:27][N:28]=2)=[O:23])=[CH:4][CH2:3]1.[C:32]([O:36]C)(=[O:35])[CH2:33]O.C(O)(C(F)(F)F)=O.[OH-].[K+]>C(Cl)Cl>[C:29]([C:26]1[NH:25][C:24]([C:22]([NH:21][C:9]2[CH:10]=[CH:11][C:12]([C:14]3([O:20][CH2:33][C:32]([OH:36])=[O:35])[CH2:19][CH2:18][O:17][CH2:16][CH2:15]3)=[CH:13][C:8]=2[C:5]2[CH2:6][CH2:7][C:2]([CH3:31])([CH3:1])[CH2:3][CH:4]=2)=[O:23])=[N:28][CH:27]=1)#[N:30] |f:3.4|. Procedure: To a suspension of 5-cyano-1H-imidazole-2-carboxylic acid [2-(4,4-dimethyl-cyclohex-1-enyl)-4-(4-hydroxy-tetrahydro-pyran-4-yl)-phenyl]-amide (48.0 mg, 0.114 mmol)(prepared in Example 1, step (h)) in 1 mL of DCM was added methyl glycolate (0.215 mL, 2.78 mmol), TFA (0.036 mL, 0.464 mmol), and the mixture was stirred for 8 h at RT. The mixture was concentrated and the methyl ester of the title compound was eluted from a 10-g SPE column with 50% EtOAc/hexanes. The resulting ester was dissolved in ... Reactants: C(C)(C)(C)[Si](O[C@H]1[C@H]([C@H](OC1)C=1C=NC=CC1)/C=C/C(=O)OC)(C)C (methyl (E)-(2S,3S,4S)-3-[4-(t-butyldimethyl-silyloxy)-2-(3-pyridyl)tetrahydrofuran-3-yl]-2-propenoate), [BH4-].[Na+] (sodium borohydride). Reagents/catalysts: O.O.O.O.O.O.[Ni](Cl)Cl (nickel dichloride hexahydrate). Solvent: CO (methanol). Reaction conditions: temperature 0 celsius, time 1 hour. Yields the product [Si](C)(C)(C(C)(C)C)O[C@H]1[C@H]([C@H](OC1)C=1C=NC=CC1)CCC(=O)OC (methyl (2S,3S,4S)-3-[4-(-t-butyldimethylsilyloxy)-2-(3-pyridyl)tetrahydrofurane-3-yl]propanoate). RXN SMILES: [C:1]([Si:5]([CH3:25])([CH3:24])[O:6][C@@H:7]1[CH2:11][O:10][C@H:9]([C:12]2[CH:13]=[N:14][CH:15]=[CH:16][CH:17]=2)[C@@H:8]1/[CH:18]=[CH:19]/[C:20]([O:22][CH3:23])=[O:21])([CH3:4])([CH3:3])[CH3:2].[BH4-].[Na+]>CO.O.O.O.O.O.O.[Ni](Cl)Cl>[Si:5]([O:6][C@@H:7]1[CH2:11][O:10][C@H:9]([C:12]2[CH:13]=[N:14][CH:15]=[CH:16][CH:17]=2)[C@@H:8]1[CH2:18][CH2:19][C:20]([O:22][CH3:23])=[O:21])([C:1]([CH3:4])([CH3:3])[CH3:2])([CH3:25])[CH3:24] |f:1.2,4.5.6.7.8.9.10|. Procedure details: A solution of 1.93 g (0.0053 mol) of methyl (E)-(2S,3S,4S)-3-[4-(t-butyldimethyl-silyloxy)-2-(3-pyridyl)tetrahydrofuran-3-yl]-2-propenoate and 67 mg (0.28 mmol) of nickel dichloride hexahydrate in 17 ml of methanol is cooled to 0° C. and 0.21 g (0.0054 mol) of sodium borohydride is added in portions over a period of 20 min. The mixture is stirred at 0° C. for another 15 min and at room temperature for 1 h, evaporated to dryness, the residue is triturated with water and ethyl acetate and filtered... The reactants are CCNCC, ClCCl, CCC(Cl)C(=O)Cl, [Na+], [OH-]. Yields the product CCC(Cl)C(=O)N(CC)CC. Reaction SMILES: [CH2:8]([CH3:9])[NH:10][CH2:11][CH3:12].[Cl:13][CH2:14][Cl:15].[Cl:1][CH:2]([C:3](=[O:4])[Cl:5])[CH2:6][CH3:7].[Na+:17].[OH-:16]>>[Cl:1][CH:2]([C:3](=[O:4])[N:10]([CH2:8][CH3:9])[CH2:11][CH3:12])[CH2:6][CH3:7]. The reactants are ClC1=C(C(=O)O)C=CC(=N1)Cl (2,6-dichloronicotinic acid), [Li+].CCC[CH2-] (N-Butyllithium), C1CCOC1 (THF), C(C)(C)NC(C)C (diisopropylamine). The solvent is CN(C)C=O (DMF). Run at temperature -78 celsius, time 1 hour. Yields the product ClC1=NC(=CC2=C1C(OC2O)=O)Cl (4,6-Dichloro-1-hydroxy-1H-furo[3,4-c]pyridin-3-one). As a reaction SMILES: [Li+].CCC[CH2-].C1C[O:9][CH2:8]C1.C(NC(C)C)(C)C.[Cl:18][C:19]1[N:27]=[C:26]([Cl:28])[CH:25]=[CH:24][C:20]=1[C:21]([OH:23])=[O:22]>CN(C=O)C>[Cl:18][C:19]1[C:20]2[C:21](=[O:23])[O:22][CH:8]([OH:9])[C:24]=2[CH:25]=[C:26]([Cl:28])[N:27]=1 |f:0.1|. Procedure: N-Butyllithium (46.7 ml) was added to 100 ml of THF at −78° C., followed by the addition of diisopropylamine (16.65 ml) over 15 min. The mixture was stirred for 1 h at −78° C., then 2,6-dichloronicotinic acid (7.12 g) was added over 10 min. Stirring at −78° C. was continued for 2 h, then DMF (23.26 ml) was added dropwise maintaining the T<−70° C. The mixture was stirred for 1 h at −78° C., warmed to −50° C. for 30 min, and allowed to warm to RT. The mixture was quenched carefully by the addition... The reactants are O (water), C([O-])([O-])=O.[K+].[K+] (potassium carbonate), BrC=1C=C(C=CC1)O (3-bromophenol), BrCC1=CC2=CC=CC=C2C=C1 (2-Bromomethyinaphthalene). Solvent: CN(C)C=O (N,N'-dimethylformamide). Reaction conditions: time 16 hour. Yields the product BrC=1C=C(OCC2=CC3=CC=CC=C3C=C2)C=CC1 (2-(3-bromophenoxymethyl)naphthalene). Isolated yield 87.2%. As a reaction SMILES: Br[CH2:2][C:3]1[CH:12]=[CH:11][C:10]2[C:5](=[CH:6][CH:7]=[CH:8][CH:9]=2)[CH:4]=1.C(=O)([O-])[O-].[K+].[K+].[Br:19][C:20]1[CH:21]=[C:22]([OH:26])[CH:23]=[CH:24][CH:25]=1.O>CN(C=O)C>[Br:19][C:20]1[CH:21]=[C:22]([CH:23]=[CH:24][CH:25]=1)[O:26][CH2:2][C:3]1[CH:12]=[CH:11][C:10]2[C:5](=[CH:6][CH:7]=[CH:8][CH:9]=2)[CH:4]=1 |f:1.2.3|. Reported procedure: 2-Bromomethyinaphthalene (5.00 g, 22.6 mmol) was dissolved in N,N'-dimethylformamide (100 ml) and potassium carbonate (9.4 g, 68 mmol) and 3-bromophenol (3.91 g, 22.6 mmol) were added. The mixture was stirred vigorously for 16 h at room temperature and then poured into water (700 ml). The precipitate was filtered off, washed with water and dried in vacuo at 50° C. for 16 h to give 6.17 g (87%) of 2-(3-bromophenoxymethyl)naphthalene as a solid. Starting materials: CN(S(=O)(=O)C=1C=C2CC(NC2=CC1)=O)C (5-Dimethylaminosulfonyl-2-oxindole), CC=1NC2=CC=CC=C2C1C=O (2-methylindole-3-carboxaldehyde). Yields the product CN(S(=O)(=O)C=1C=C2C(C(NC2=CC1)=O)=CC1=C(NC2=CC=CC=C12)C)C (3-(2-Methyl-1H-indol-3-ylmethylene)-2-oxo-2,3-dihydro-1H-indole-5-sulfonic acid dimethylamide). As a reaction SMILES: [CH3:1][N:2]([CH3:16])[S:3]([C:6]1[CH:7]=[C:8]2[C:12](=[CH:13][CH:14]=1)[NH:11][C:10](=[O:15])[CH2:9]2)(=[O:5])=[O:4].[CH3:17][C:18]1[NH:19][C:20]2[C:25]([C:26]=1[CH:27]=O)=[CH:24][CH:23]=[CH:22][CH:21]=2>>[CH3:1][N:2]([CH3:16])[S:3]([C:6]1[CH:7]=[C:8]2[C:12](=[CH:13][CH:14]=1)[NH:11][C:10](=[O:15])[C:9]2=[CH:27][C:26]1[C:25]2[C:20](=[CH:21][CH:22]=[CH:23][CH:24]=2)[NH:19][C:18]=1[CH3:17])(=[O:5])=[O:4]. Procedure details: 5-Dimethylaminosulfonyl-2-oxindole was condensed with 2-methylindole-3-carboxaldehyde to give the title compound.